From a dataset of the Open Reaction Database (ORD), a public repository of structured organic reaction records. describe an organic reaction: reactants, conditions, products, and yield The reactants are OCCCCCCCCCBr, CN(C)CC(N)CC(=O)OCc1ccccc1, Cl, Cl, Oc1ccc(C(F)(F)F)cc1, OCCCCCCCCCOc1ccc(C(F)(F)F)cc1, O=C(O)CCCCCCCCOc1ccc(C(F)(F)F)cc1. Yields the product CN(C)CC(CC(=O)OCc1ccccc1)NC(=O)CCCCCCCCOc1ccc(C(F)(F)F)cc1. As a reaction SMILES: [Br:12][CH2:13][CH2:14][CH2:15][CH2:16][CH2:17][CH2:18][CH2:19][CH2:20][CH2:21][OH:22].[CH2:68]([c:69]1[cH:70][cH:71][cH:72][cH:73][cH:74]1)[O:75][C:76]([CH2:77][CH:78]([CH2:79][N:80]([CH3:81])[CH3:82])[NH2:83])=[O:84].[ClH:66].[ClH:67].[F:1][C:2]([F:3])([F:4])[c:5]1[cH:6][cH:7][c:8]([OH:9])[cH:10][cH:11]1.[F:23][C:24]([c:25]1[cH:26][cH:27][c:28]([O:29][CH2:30][CH2:31][CH2:32][CH2:33][CH2:34][CH2:35][CH2:36][CH2:37][CH2:38][OH:39])[cH:40][cH:41]1)([F:42])[F:43].[F:44][C:45]([F:46])([F:47])[c:48]1[cH:49][cH:50][c:51]([O:52][CH2:53][CH2:54][CH2:55][CH2:56][CH2:57][CH2:58][CH2:59][CH2:60][C:61]([OH:62])=[O:63])[cH:64][cH:65]1>>[F:23][C:24]([c:25]1[cH:26][cH:27][c:28]([O:29][CH2:30][CH2:31][CH2:32][CH2:33][CH2:34][CH2:35][CH2:36][CH2:37][C:38](=[O:39])[NH:83][CH:78]([CH2:77][C:76]([O:75][CH2:68][c:69]2[cH:70][cH:71][cH:72][cH:73][cH:74]2)=[O:84])[CH2:79][N:80]([CH3:81])[CH3:82])[cH:40][cH:41]1)([F:42])[F:43]. The reactants are COC(=O)C(CC1CCCC1)c1ccc(C#CCN(C)C)cc1, CO, [Li+], [OH-], O. Product: CN(C)CC#Cc1ccc(C(CC2CCCC2)C(=O)O)cc1. RXN SMILES: [CH3:1][O:2][C:3]([CH:4]([CH2:5][CH:6]1[CH2:7][CH2:8][CH2:9][CH2:10]1)[c:11]1[cH:12][cH:13][c:14]([C:17]#[C:18][CH2:19][N:20]([CH3:21])[CH3:22])[cH:15][cH:16]1)=[O:23].[CH3:26][OH:27].[Li+:24].[OH-:25].[OH2:28]>>[O:2]=[C:3]([CH:4]([CH2:5][CH:6]1[CH2:7][CH2:8][CH2:9][CH2:10]1)[c:11]1[cH:12][cH:13][c:14]([C:17]#[C:18][CH2:19][N:20]([CH3:21])[CH3:22])[cH:15][cH:16]1)[OH:23]. Product: CCCN1C(=O)N(S(=O)(=O)c2ccccc2)CC1C(=O)N1CCN(c2cc(C)ccc2C)CC1. As a reaction SMILES: [CH2:31]([CH2:32][CH3:33])[N:34]=[C:35]=[O:36].[I-:30].[Na+:29].[c:1]1([S:7](=[O:8])(=[O:9])[N:10]2[CH:11]([C:13](=[O:14])[N:15]3[CH2:16][CH2:17][N:18]([c:21]4[c:22]([CH3:28])[cH:23][cH:24][c:25]([CH3:27])[cH:26]4)[CH2:19][CH2:20]3)[CH2:12]2)[cH:2][cH:3][cH:4][cH:5][cH:6]1>>[c:1]1([S:7](=[O:8])(=[O:9])[N:10]2[CH2:12][CH:11]([C:13](=[O:14])[N:15]3[CH2:16][CH2:17][N:18]([c:21]4[c:22]([CH3:28])[cH:23][cH:24][c:25]([CH3:27])[cH:26]4)[CH2:19][CH2:20]3)[N:34]([CH2:31][CH2:32][CH3:33])[C:35]2=[O:36])[cH:2][cH:3][cH:4][cH:5][cH:6]1. Reactants: CCCN=C=O, [I-], [Na+], Cc1ccc(C)c(N2CCN(C(=O)C3CN3S(=O)(=O)c3ccccc3)CC2)c1. The solvent is CN(C=O)C (dimethylformamide). Yields the product C1=C(C=CC2=CC=CC=C12)OCC(CCC=1C=NC=CC1)O ((±)-α-(2Naphthyloxymethyl)-3-pyridinepropanol). Isolated yield 17.0%. Starting materials: C1=C(C=CC2=CC=CC=C12)O (2-naphthol), [H-].[Na+] (sodium hydride), O1C(C1)CCC=1C=NC=CC1 ((±)-3-(2-oxiranylethyl)pyridine). Procedure: Prepared according to the method described in Example 5 from 2-naphthol (0.150 g), sodium hydride (0.044 g; 60% dispersion in oil) and (±)-3-(2-oxiranylethyl)pyridine (0.150 g) in dimethylformamide at 100° C. for 30 minutes to give the title compound as a solid (0.050 g). RXN SMILES: [CH:1]1[C:10]2[C:5](=[CH:6][CH:7]=[CH:8][CH:9]=2)[CH:4]=[CH:3][C:2]=1[OH:11].[H-].[Na+].[O:14]1[CH2:16][CH:15]1[CH2:17][CH2:18][C:19]1[CH:20]=[N:21][CH:22]=[CH:23][CH:24]=1>CN(C)C=O>[CH:1]1[C:10]2[C:5](=[CH:6][CH:7]=[CH:8][CH:9]=2)[CH:4]=[CH:3][C:2]=1[O:11][CH2:16][CH:15]([OH:14])[CH2:17][CH2:18][C:19]1[CH:20]=[N:21][CH:22]=[CH:23][CH:24]=1 |f:1.2|. The reactants are BrC1=NC=C(C=C1)F (2-bromo-5-fluoropyridine), [Li]CCCC (n-BuLi), C(C)(=O)C=1C=NC(=NC1)N1CCN(CC1)C(=O)OCC1=CC=CC=C1 (benzyl 4-(5-acetylpyrimidin-2-yl)piperazine-1-carboxylate). Solvent: C1CCOC1 (THF). Reaction conditions: temperature -78 celsius, time 2 hour. The product is FC=1C=CC(=NC1)C(C)(O)C=1C=NC(=NC1)N1CCN(CC1)C(=O)OCC1=CC=CC=C1 (benzyl 4-(5-(1-(5-fluoropyridin-2-yl)-1-hydroxyethyl)pyrimidin-2-yl)piperazine-1-carboxylate). The yield is 20.7%. RXN SMILES: Br[C:2]1[CH:7]=[CH:6][C:5]([F:8])=[CH:4][N:3]=1.[Li]CCCC.[C:14]([C:17]1[CH:18]=[N:19][C:20]([N:23]2[CH2:28][CH2:27][N:26]([C:29]([O:31][CH2:32][C:33]3[CH:38]=[CH:37][CH:36]=[CH:35][CH:34]=3)=[O:30])[CH2:25][CH2:24]2)=[N:21][CH:22]=1)(=[O:16])[CH3:15]>C1COCC1>[F:8][C:5]1[CH:6]=[CH:7][C:2]([C:14]([C:17]2[CH:18]=[N:19][C:20]([N:23]3[CH2:28][CH2:27][N:26]([C:29]([O:31][CH2:32][C:33]4[CH:38]=[CH:37][CH:36]=[CH:35][CH:34]=4)=[O:30])[CH2:25][CH2:24]3)=[N:21][CH:22]=2)([OH:16])[CH3:15])=[N:3][CH:4]=1. Procedure: To a solution of 2-bromo-5-fluoropyridine (1.3 g, 7.50 mmol) in anhydrous THF (30 mL) was added n-BuLi (2.76 mL, 6.62 mmol) at −78° C. dropwise, and the mixture was stirred at −78° C. for 2 h, followed by the addition of benzyl 4-(5-acetylpyrimidin-2-yl)piperazine-1-carboxylate (1.5 g, 4.41 mmol). The reaction mixture was allowed to warm to RT and stirred overnight. LCMS showed the reaction was completed. The solution was quenched with aqueous NH4Cl (50 mL) and extracted with EtOAc (3×100 mL). T... The reactants are CCC(C)CBr, c1ccc(P(c2ccccc2)c2ccccc2)cc1, c1ccccc1. The product is [Br-], CCC(C)C[P+](c1ccccc1)(c1ccccc1)c1ccccc1. Reaction SMILES: [CH3:1][CH:2]([CH2:3][Br:4])[CH2:5][CH3:6].[c:7]1([P:13]([c:14]2[cH:15][cH:16][cH:17][cH:18][cH:19]2)[c:20]2[cH:21][cH:22][cH:23][cH:24][cH:25]2)[cH:8][cH:9][cH:10][cH:11][cH:12]1.[cH:26]1[cH:27][cH:28][cH:29][cH:30][cH:31]1>>[Br-:4].[CH3:1][CH:2]([CH2:3][P+:13]([c:7]1[cH:8][cH:9][cH:10][cH:11][cH:12]1)([c:14]1[cH:15][cH:16][cH:17][cH:18][cH:19]1)[c:20]1[cH:21][cH:22][cH:23][cH:24][cH:25]1)[CH2:5][CH3:6].